This data is from the Open Reaction Database (ORD), a public repository of structured organic reaction records. The task is: describe an organic reaction: reactants, conditions, products, and yield Reported procedure: Nitromethane (4.6 ml, 82.3 mmol) was added to a stirred solution of sodium hydroxide (7.9 g, 197.5 mmol) in water (50 ml). A solution of sodium 2-bromobenzenesulphinate (20 g, 82.5 mmol) in water (100 ml) was added, followed by dichloromethane (50 ml). The reaction mixture was cooled in an ice bath and a solution of potassium ferricyanide (3 g, 9.1 mmol) in water (20 ml) was added, followed by solid sodium persulphate (12 g, 50.4 mmol). The resultant deep orange solution was allowed to stir for ... The reagents and catalysts are [Fe-3](C#N)(C#N)(C#N)(C#N)(C#N)C#N.[K+].[K+].[K+] (potassium ferricyanide). Run in C(C)(=O)O (acetic acid), ClCCl (dichloromethane), O (water), O (water), O (water), CCOCC (Ether). Yields the product BrC1=C(C=CC=C1)S(=O)(=O)C[N+](=O)[O-] ((2-bromophenylsulphonyl)nitromethane). As a reaction SMILES: [N+:1]([CH3:4])([O-:3])=[O:2].[OH-].[Na+].[Br:7][C:8]1[CH:13]=[CH:12][CH:11]=[CH:10][C:9]=1[S:14]([O-:16])=[O:15].[Na+].S(OOS([O-])(=O)=O)([O-])(=O)=O.[Na+].[Na+].NC(N)=O>O.[Fe-3](C#N)(C#N)(C#N)(C#N)(C#N)C#N.[K+].[K+].[K+].C(O)(=O)C.CCOCC.ClCCl>[Br:7][C:8]1[CH:13]=[CH:12][CH:11]=[CH:10][C:9]=1[S:14]([CH2:4][N+:1]([O-:3])=[O:2])(=[O:16])=[O:15] |f:1.2,3.4,5.6.7,10.11.12.13|. Starting materials: S(=O)(=O)([O-])OOS(=O)(=O)[O-].[Na+].[Na+] (sodium persulphate), [N+](=O)([O-])C (Nitromethane), [OH-].[Na+] (sodium hydroxide), NC(=O)N (urea), BrC1=C(C=CC=C1)S(=O)[O-].[Na+] (sodium 2-bromobenzenesulphinate). Reaction conditions: time 1 hour. Yield: 0.9%. Reactants: ClCCCN1C(NC=C(C1=O)C)=O (3-(3-chloropropyl)-5-methyl-2,4(1H,3H)-pyrimidinedione), ClC1=CC(=C(C=C1)N1CCNCC1)OC (1-(4-chloro-2-methoxyphenyl)piperazine). Run at temperature 25 celsius. The product is ClC1=CC(=C(C=C1)N1CCN(CC1)CCCN1C(NC=C(C1=O)C)=O)OC (3-{3-[4-(4-chloro-2-methoxyphenyl)piperazin-1-yl]propyl}-5-methyl-2,4(1H,3H)-pyrimidinedione). As a reaction SMILES: Cl[CH2:2][CH2:3][CH2:4][N:5]1[C:10](=[O:11])[C:9]([CH3:12])=[CH:8][NH:7][C:6]1=[O:13].[Cl:14][C:15]1[CH:20]=[CH:19][C:18]([N:21]2[CH2:26][CH2:25][NH:24][CH2:23][CH2:22]2)=[C:17]([O:27][CH3:28])[CH:16]=1>>[Cl:14][C:15]1[CH:20]=[CH:19][C:18]([N:21]2[CH2:22][CH2:23][N:24]([CH2:2][CH2:3][CH2:4][N:5]3[C:10](=[O:11])[C:9]([CH3:12])=[CH:8][NH:7][C:6]3=[O:13])[CH2:25][CH2:26]2)=[C:17]([O:27][CH3:28])[CH:16]=1. Procedure details: A mixture of 3-(3-chloropropyl)-5-methyl-2,4(1H,3H)-pyrimidinedione (223 mg, 0.98 mmol), prepared as in Example 19, and 1-(4-chloro-2-methoxyphenyl)piperazine (200 mg, 0.98 mmol), prepared as in Example 12, was heated 2 hours with stirring at 180° to 190° C., allowed to cool to 25° C. and then purified by preparative thin layer chromatography on silica gel eluting with methylene chloride/(methylene chloride/methanol/ammonium hydroxide-60:10:1) (7:3) to give 3-{3-[4-(4-chloro-2-methoxyphenyl)pipe...